Dataset: the Open Reaction Database (ORD), a public repository of structured organic reaction records. Task: describe an organic reaction: reactants, conditions, products, and yield The reactants are ClC1=CC2=C(NC(=N2)CC(F)(F)F)C=C1Cl (5,6-dichloro-2-(2,2,2-trifluoro-ethyl)-1H-benzimidazole), C([O-])([O-])=O.[K+].[K+] (potassium carbonate), COC=1C=C(CBr)C=C(C1)[N+](=O)[O-] (3-methoxy-5-nitro-benzyl bromide). Run in CN(C)C=O (DMF). Run at time 8 hour. Yields the product ClC1=CC2=C(N(C(=N2)CC(F)(F)F)CC2=C(C=CC(=C2)[N+](=O)[O-])OC)C=C1Cl (5,6-Dichloro-1-(2-methoxy-5-nitro-benzyl)-2-(2,2,2-trifluoro-ethyl)-1H-benzoimidazole). Reaction SMILES: [Cl:1][C:2]1[C:15]([Cl:16])=[CH:14][C:5]2[NH:6][C:7]([CH2:9][C:10]([F:13])([F:12])[F:11])=[N:8][C:4]=2[CH:3]=1.[C:17](=[O:20])([O-])[O-].[K+].[K+].CO[C:25]1[CH:26]=[C:27]([CH:30]=[C:31]([N+:33]([O-:35])=[O:34])[CH:32]=1)[CH2:28]Br>CN(C=O)C>[Cl:16][C:15]1[C:2]([Cl:1])=[CH:3][C:4]2[N:8]([CH2:28][C:27]3[CH:30]=[C:31]([N+:33]([O-:35])=[O:34])[CH:32]=[CH:25][C:26]=3[O:20][CH3:17])[C:7]([CH2:9][C:10]([F:12])([F:13])[F:11])=[N:6][C:5]=2[CH:14]=1 |f:1.2.3|. Reported procedure: To 5,6-dichloro-2-(2,2,2-trifluoro-ethyl)-1H-benzimidazole (387 mg) in DMF (5 mL) was added potassium carbonate powder (596 mg) and 3-methoxy-5-nitro-benzyl bromide (1.06 g). The resulting mixture was stirred at room temperature overnight. The reaction mixture was quenched with water, extracted with EtOAc, and dried over Na2SO4. The crude product was purified by silica gel chromatography (10%-40% EtOAc/hexanes) to yield the title compound as a peach-colored solid. Reactants: 3,4-diaminobenzil-A, O (water), NC1=C(C=C(C=C1)C(=O)C(=O)C1=CC=CC=C1)[N+](=O)[O-] (4-amino-3-nitrobenzil), S(=O)([O-])S(=O)[O-].[Na+].[Na+] (sodium dithionite), [OH-].[Na+] (sodium hydroxide). Run in O1CCCC1 (tetrahydrofuran). Conditions: time 20 minute. Yields the product NC=1C=C(C=CC1N)C(=O)C(=O)C1=CC=CC=C1 (3,4-diaminobenzil). RXN SMILES: S(S([O-])=O)([O-])=O.[Na+].[Na+].[OH-].[Na+].O.[NH2:12][C:13]1[CH:18]=[CH:17][C:16]([C:19]([C:21]([C:23]2[CH:28]=[CH:27][CH:26]=[CH:25][CH:24]=2)=[O:22])=[O:20])=[CH:15][C:14]=1[N+:29]([O-])=O>O1CCCC1>[NH2:29][C:14]1[CH:15]=[C:16]([C:19]([C:21]([C:23]2[CH:24]=[CH:25][CH:26]=[CH:27][CH:28]=2)=[O:22])=[O:20])[CH:17]=[CH:18][C:13]=1[NH2:12] |f:0.1.2,3.4|. Reported procedure: Preparation and polymerization of 3,4-diaminobenzil-A reduction solution made from sodium dithionite (0.6 grams), sodium hydroxide (0.3 grams) and water (10 ml) was stirred under nitrogen. 4-amino-3-nitrobenzil (270 mg) dissolved in tetrahydrofuran (4 ml) was added to the reduction solution. The color changed from pale yellow to dark brown indicating the progress of the reduction. Reaction was completed in 20 minutes and extraction by dichloromethane removed the organic layer. Drying with magnes...